From a dataset of the Open Reaction Database (ORD), a public repository of structured organic reaction records. describe an organic reaction: reactants, conditions, products, and yield Starting materials: 2-Methyl-THF, C([O-])([O-])=O.[Na+].[Na+] (sodium carbonate), BrC=1C=CC(=NC1)C(CO[Si](C)(C)C(C)(C)C)(C)O (2-(5-bromopyridin-2-yl)-1-{[tert-butyl(dimethyl)silyl]oxy}propan-2-ol), CC=1C=C(C=C(C1)B1OC(C(O1)(C)C)(C)C)NC1=NC=CC(=N1)C(F)(F)F (N-[3-methyl-5-(4,4,5,5-tetramethyl-1,3,2-dioxaborolan-2-yl)phenyl]-4-(trifluoromethyl)pyrimidin-2-amine). Reagents/catalysts: C1=CC=C(C=C1)P([C-]2C=CC=C2)C3=CC=CC=C3.C1=CC=C(C=C1)P([C-]2C=CC=C2)C3=CC=CC=C3.Cl[Pd]Cl.[Fe+2].ClCCl (PdCl2(dppf) dichloromethane). Reaction conditions: temperature 85 celsius. Product: [Si](C)(C)(C(C)(C)C)OCC(C)(O)C1=NC=C(C=C1)C1=CC(=CC(=C1)NC1=NC=CC(=N1)C(F)(F)F)C (1-{[tert-butyl(dimethyl)silyl]oxy}-2-[5-(3-methyl-5-{[4-(trifluoromethyl)pyrimidin-2-yl]amino}phenyl)pyridin-2-yl]propan-2-ol). As a reaction SMILES: C(=O)([O-])[O-].[Na+].[Na+].Br[C:8]1[CH:9]=[CH:10][C:11]([C:14]([OH:25])([CH3:24])[CH2:15][O:16][Si:17]([C:20]([CH3:23])([CH3:22])[CH3:21])([CH3:19])[CH3:18])=[N:12][CH:13]=1.[CH3:26][C:27]1[CH:28]=[C:29]([NH:42][C:43]2[N:48]=[C:47]([C:49]([F:52])([F:51])[F:50])[CH:46]=[CH:45][N:44]=2)[CH:30]=[C:31](B2OC(C)(C)C(C)(C)O2)[CH:32]=1>C1C=CC(P(C2C=CC=CC=2)[C-]2C=CC=C2)=CC=1.C1C=CC(P(C2C=CC=CC=2)[C-]2C=CC=C2)=CC=1.Cl[Pd]Cl.[Fe+2].ClCCl>[Si:17]([O:16][CH2:15][C:14]([C:11]1[CH:10]=[CH:9][C:8]([C:31]2[CH:30]=[C:29]([NH:42][C:43]3[N:48]=[C:47]([C:49]([F:52])([F:51])[F:50])[CH:46]=[CH:45][N:44]=3)[CH:28]=[C:27]([CH3:26])[CH:32]=2)=[CH:13][N:12]=1)([OH:25])[CH3:24])([C:20]([CH3:23])([CH3:22])[CH3:21])([CH3:19])[CH3:18] |f:0.1.2,5.6.7.8.9|. Procedure details: 2-Methyl-THF (1.48 mL), sodium carbonate (2M, 223 μL, 0.446 mmol) and 2-(5-bromopyridin-2-yl)-1-{[tert-butyl(dimethyl)silyl]oxy}propan-2-ol (170 mg, 0.490 mmol) were added to N-[3-methyl-5-(4,4,5,5-tetramethyl-1,3,2-dioxaborolan-2-yl)phenyl]-4-(trifluoromethyl)pyrimidin-2-amine (169 mg, 0.446 mmol) and purged and flushed with Ar(g) (3×). PdCl2(dppf)-dichloromethane adduct (18.2 mg, 0.022 mmol) was added to the reaction mixture, purged and flushed with Ar(g) (3×) and heated to 85° C. for 2 hours....